Dataset: the Open Reaction Database (ORD), a public repository of structured organic reaction records. Task: describe an organic reaction: reactants, conditions, products, and yield Starting materials: C=1(C(=CC=CC1)C(=O)NC1=CC=C(C=N1)C(=O)OC)C1=CC=CC=C1 (methyl 6-[([1,1'-Biphenyl]-2-carbonyl)amino]-pyridine-3-carboxylate), CO (methanol), [OH-].[Na+] (sodium hydroxide). The solvent is O1CCCC1 (tetrahydrofuran). Run at time 16 hour. The product is C=1(C(=CC=CC1)C(=O)NC1=CC=C(C=N1)C(=O)O)C1=CC=CC=C1 (6-[([1,1'-Biphenyl]-2-carbonyl)amino]pyridine-3-carboxylic Acid). Isolated yield 83.5%. As a reaction SMILES: [C:1]1([C:20]2[CH:25]=[CH:24][CH:23]=[CH:22][CH:21]=2)[C:2]([C:7]([NH:9][C:10]2[N:15]=[CH:14][C:13]([C:16]([O:18]C)=[O:17])=[CH:12][CH:11]=2)=[O:8])=[CH:3][CH:4]=[CH:5][CH:6]=1.CO.[OH-].[Na+]>O1CCCC1>[C:1]1([C:20]2[CH:25]=[CH:24][CH:23]=[CH:22][CH:21]=2)[C:2]([C:7]([NH:9][C:10]2[N:15]=[CH:14][C:13]([C:16]([OH:18])=[O:17])=[CH:12][CH:11]=2)=[O:8])=[CH:3][CH:4]=[CH:5][CH:6]=1 |f:2.3|. Procedure: To a stirred solution of 2.5 g of methyl 6-[([1,1'-Biphenyl]-2-carbonyl)amino]-pyridine-3-carboxylate in 50 ml of 1:1 tetrahydrofuran:methanol is added 10 ml of 5N sodium hydroxide and the mixture stirred at room temperature for 16 hours. The reaction mixture is concentrated in vacuo to a residue which is dissolved in water and neutralized with acetic acid. The separated colorless solid is filtered and air dried to give 2.0 g of the desired product: M+=318. The reactants are FC(C1=CC=C(C=C1)C(C(C)N1N=CN=C1)(O)C1=CC=C(C=C1)C(F)(F)F)(F)F (1,1-Bis-(4-trifluoromethylphenyl)-2-(1,2,4-1H-triazolyl)propan-1-ol), [H-].[Na+] (sodium hydride), CI (methyliodide). The solvent is CN(C=O)C (dimethylformamide), CN(C=O)C (dimethylformamide). Reaction conditions: time 2 hour. Product: FC(C1=CC=C(C=C1)C(C(C)N1N=CN=C1)(OC)C1=CC=C(C=C1)C(F)(F)F)(F)F (1,1-bis(4-trifluoromethylphenyl)-1-methoxy-2-(1,2,4-1H-triazolyl)propane). Reaction SMILES: [F:1][C:2]([F:29])([F:28])[C:3]1[CH:8]=[CH:7][C:6]([C:9]([C:18]2[CH:23]=[CH:22][C:21]([C:24]([F:27])([F:26])[F:25])=[CH:20][CH:19]=2)([OH:17])[CH:10]([N:12]2[CH:16]=[N:15][CH:14]=[N:13]2)[CH3:11])=[CH:5][CH:4]=1.[H-].[Na+].[CH3:32]I>CN(C)C=O>[F:27][C:24]([F:25])([F:26])[C:21]1[CH:22]=[CH:23][C:18]([C:9]([C:6]2[CH:7]=[CH:8][C:3]([C:2]([F:1])([F:28])[F:29])=[CH:4][CH:5]=2)([O:17][CH3:32])[CH:10]([N:12]2[CH:16]=[N:15][CH:14]=[N:13]2)[CH3:11])=[CH:19][CH:20]=1 |f:1.2|. Procedure: 1,1-Bis-(4-trifluoromethylphenyl)-2-(1,2,4-1H-triazolyl)propan-1-ol (0.5 g) was added portionwise over a period of 15 minutes to a suspension of sodium hydride (58 mg, freed from dispersion in oil by washing with hexane) in dry dimethylformamide (50 cm3) under a nitrogen atmosphere. The mixture was stirred for 2 hours then methyliodide (0.17 g) in dimethylformamide (2 cm3) was added dropwise. After stirring for 3 hours the mixture was partitioned between water and chloroform. The chloroform laye... Starting materials: O(C1=CC=CC=C1)C(Cl)OC1=CC=CC=C1 (diphenoxy chloromethane), diphenoxy-methyloxime ethers, ( a ), O(C1=CC=CC=C1)C1(C(C2=C(C=CC=C2)OC2=CC=CC=C2)=NO)C(C=CC=C1)C (o-diphenoxy-methyl-benzophenone-oxime), C1(=CC=CC=C1)C (toluene), CC(=O)C (acetone), ( c ), ( b ). Run in CCOCC (ether). The product is C(C1=CC=CC=C1)(C1=CC=CC=C1)=NO (benzophenone oxime). Yield: 76.0%. RXN SMILES: O(C(OC1C=CC=CC=1)Cl)C1C=CC=CC=1.C1(C)C=CC=CC=1.CC(C)=O.O([C:35]1([CH:56]=[CH:55][CH:54]=[CH:53][CH:52]1C)[C:36](=[N:50][OH:51])[C:37]1[CH:42]=[CH:41][CH:40]=[CH:39][C:38]=1OC1C=CC=CC=1)C1C=CC=CC=1>CCOCC>[C:36](=[N:50][OH:51])([C:37]1[CH:38]=[CH:39][CH:40]=[CH:41][CH:42]=1)[C:35]1[CH:56]=[CH:55][CH:54]=[CH:53][CH:52]=1. Procedure: are reacted in each case with 5 g of diphenoxy chloromethane. By a thin-layer chromatographic process (silica gel plates, 9:1 mixture of toluene and acetone as the eluant), practically uniform, oily crude products are obtained, viz. the following diphenoxy-methyloxime ethers: (a) Compound No. 86 (yield: 77% of theoretical), (b) Compound No. 87 (yield: 92% of theoretical), (c) Compound No. 88 (yield: 86% of theoretical), and d) the o-diphenoxy-methyl-benzophenone-oxime designated as Compound No. ... Starting materials: C(C)(=O)C1=C(C(=C(C=C1)OCCCOC1=CC=C(C=C1)[C@@H]1[C@@H](CC(O1)=O)C)CCC)O ((5S, 4R)-5-(4-(3-(4-acetyl-3-hydroxy-2-propylphenyloxy)propyloxy)phenyl)-4-methyl-2,3,4,5-tetrahydrofuran-2-one), [OH-].[Na+] (NaOH), CO (methanol). Solvent: C1CCOC1 (THF). Yields the product C(C)(=O)C1=C(C(=C(OCCCOC2=CC=C(C=C2)C(C(CC(=O)[O-])C)O)C=C1)CCC)O.[Na+] (Sodium 4-(3-(4-acetyl-3-hydroxy-2-propylphenoxy)propyloxy)-γ-hydroxy-β-methylbenzenebutanoate). RXN SMILES: [C:1]([C:4]1[CH:9]=[CH:8][C:7]([O:10][CH2:11][CH2:12][CH2:13][O:14][C:15]2[CH:20]=[CH:19][C:18]([C@H:21]3[O:25][C:24](=[O:26])[CH2:23][C@H:22]3[CH3:27])=[CH:17][CH:16]=2)=[C:6]([CH2:28][CH2:29][CH3:30])[C:5]=1[OH:31])(=[O:3])[CH3:2].[OH-:32].[Na+:33].CO>C1COCC1>[C:1]([C:4]1[CH:9]=[CH:8][C:7]([O:10][CH2:11][CH2:12][CH2:13][O:14][C:15]2[CH:20]=[CH:19][C:18]([CH:21]([OH:25])[CH:22]([CH3:27])[CH2:23][C:24]([O-:26])=[O:32])=[CH:17][CH:16]=2)=[C:6]([CH2:28][CH2:29][CH3:30])[C:5]=1[OH:31])(=[O:3])[CH3:2].[Na+:33] |f:1.2,5.6|. Procedure: The lactone from Example 13 (3.0 g, 7.0 mmol) was hydrolyzed with 1N NaOH (10.5 ml), methanol (1 ml) and THF (15 ml) at room temperature for 15 hours. The mixture was concentrated and the residue was Purified by chromatography on XAD-8 to provide the title compound as a foam. Reactants: BrCCCCCCCCCCCCOCC1=CC=CC=C1 (1-bromo-12-benzyloxydodecane), [I-].[Na+] (sodium iodide). The solvent is CC(=O)C (acetone). The product is ICCCCCCCCCCCCOCC1=CC=CC=C1 (1-iodo-12-benzyloxydodecane). Yield: 104.7%. As a reaction SMILES: Br[CH2:2][CH2:3][CH2:4][CH2:5][CH2:6][CH2:7][CH2:8][CH2:9][CH2:10][CH2:11][CH2:12][CH2:13][O:14][CH2:15][C:16]1[CH:21]=[CH:20][CH:19]=[CH:18][CH:17]=1.[I-:22].[Na+]>CC(C)=O>[I:22][CH2:2][CH2:3][CH2:4][CH2:5][CH2:6][CH2:7][CH2:8][CH2:9][CH2:10][CH2:11][CH2:12][CH2:13][O:14][CH2:15][C:16]1[CH:21]=[CH:20][CH:19]=[CH:18][CH:17]=1 |f:1.2|. Procedure: First, 12.4 g of 1-bromo-12-benzyloxydodecane, 6.3 g of sodium iodide, and 125 ml of acetone were placed in a 200 ml flask whose content was replaced with argon. Then, the mixture was stirred under reflux for 5 hours. An insoluble matter was filtered away and a filtrate was concentrated. Thereafter, ether was introduced into the residue. The ether layer was washed with water and dried over anhydrous sodium sulfate. Thereafter, the solvent was distilled away. The residue was purified by silica ge... Reactants: I(=O)(=O)(=O)[O-].[Na+] (sodium periodate), C[N+]1(CCOCC1)[O-] (4-methylmorpholine-4-oxide), C(#N)C=1C=C(C=2CCCCC2C1)C(=O)N(C)C[C@@H](CC=C)C1=CC=C(C=C1)F (3-Cyano-N-[(2S)-2-(4-fluorophenyl)pent-4-en-1-yl]-N-methyl-5,6,7,8-tetrahydronaphthalene-1-carboxamide), OS(=O)[O-].[Na+] (NaHSO3). Reagents/catalysts: O=[Os](=O)(=O)=O (OsO4). Run in O (water), O (water), [Cl-].[Na+].O (brine), CC(=O)C (acetone), C(C)(C)(C)O (t-butyl alcohol), O (water). Run at time 5 hour. The product is C(#N)C=1C=C(C=2CCCCC2C1)C(=O)N(C)C[C@@H](CC=O)C1=CC=C(C=C1)F (3-cyano-N-[(2S)-2-(4-fluorophenyl)-4-oxobutyl]-N-methyl-5,6,7,8-tetrahydronaphthalene-1-carboxamide). The yield is 89.9%. RXN SMILES: [C:1]([C:3]1[CH:4]=[C:5]([C:13]([N:15]([CH2:17][C@H:18]([C:22]2[CH:27]=[CH:26][C:25]([F:28])=[CH:24][CH:23]=2)[CH2:19][CH:20]=C)[CH3:16])=[O:14])[C:6]2[CH2:7][CH2:8][CH2:9][CH2:10][C:11]=2[CH:12]=1)#[N:2].C[N+]1([O-])CC[O:33]CC1.OS([O-])=O.[Na+].I([O-])(=O)(=O)=O.[Na+]>CC(C)=O.C(O)(C)(C)C.O.[Cl-].[Na+].O.O=[Os](=O)(=O)=O>[C:1]([C:3]1[CH:4]=[C:5]([C:13]([N:15]([CH2:17][C@H:18]([C:22]2[CH:27]=[CH:26][C:25]([F:28])=[CH:24][CH:23]=2)[CH2:19][CH:20]=[O:33])[CH3:16])=[O:14])[C:6]2[CH2:7][CH2:8][CH2:9][CH2:10][C:11]=2[CH:12]=1)#[N:2] |f:2.3,4.5,9.10.11|. Reported procedure: 3-Cyano-N-[(2S)-2-(4-fluorophenyl)pent-4-en-1-yl]-N-methyl-5,6,7,8-tetrahydronaphthalene-1-carboxamide (460 mg, 1.22 mmol) was dissolved in a mixture of acetone (8 mL), t-butyl alcohol (4 mL) and water (2 mL) under nitrogen. OsO4 (2.5% in t-butyl alcohol, 0.165 mL, 0.01 mmol) was added together with 4-methylmorpholine-4-oxide (630 mg, 5.4 mmol). The solution was stirred at room temperature for 5 h and then an aqueous solution of NaHSO3 (39%, 12 mL) was added. The mixture was stirred for 15 min, ...